This data is from the Open Reaction Database (ORD), a public repository of structured organic reaction records. The task is: describe an organic reaction: reactants, conditions, products, and yield Reactants: O1N=C(CC12COCC2)C=2C=CC(=C(C2)O)OC (5-(1,7-dioxa-2-aza-spiro[4.4]non-2-en-3-yl)-2-methoxy-phenol), [I-].[K+] (potassium iodide), C([O-])([O-])=O.[K+].[K+] (potassium carbonate), C(C)Br (ethyl bromide). Run in CN(C=O)C (dimethylformamide), O (water). Yields the product C(C)OC=1C=C(C=CC1OC)C1=NOC2(C1)COCC2 (3-(3-Ethoxy-4-methoxy-phenyl)-1,7-dioxa-2-aza-spiro[4.4]non-2-ene). Isolated yield 90.0%. RXN SMILES: [O:1]1[C:5]2([CH2:9][CH2:8][O:7][CH2:6]2)[CH2:4][C:3]([C:10]2[CH:11]=[CH:12][C:13]([O:17][CH3:18])=[C:14]([OH:16])[CH:15]=2)=[N:2]1.[I-].[K+].C(=O)([O-])[O-].[K+].[K+].[CH2:27](Br)[CH3:28]>CN(C)C=O.O>[CH2:27]([O:16][C:14]1[CH:15]=[C:10]([C:3]2[CH2:4][C:5]3([CH2:9][CH2:8][O:7][CH2:6]3)[O:1][N:2]=2)[CH:11]=[CH:12][C:13]=1[O:17][CH3:18])[CH3:28] |f:1.2,3.4.5|. Procedure details: To a solution of the compound No. 73 (1 eq) in dimethylformamide (10 mL), was added potassium iodide (0.1 eq) and potassium carbonate (2 eq). The reaction mixture was stirred at room temperature and ethyl bromide (2 eq) was added. The reaction mixture was stirred for overnight at room temperature. The reaction mixture was cooled and diluted with water, extracted with ethylacetate and washed with saturated solution of sodium chloride. The organic solvent was removed under reduced pressure. The re... Starting materials: BrC(C(=O)OC)F (Methyl bromofluoroacetate), P(OC(C)C)(OC(C)C)OC(C)C (triisopropyl phosphite). Reaction conditions: temperature 150 celsius, time 5.5 hour. Product: C(C)(C)OP(=O)(OC(C)C)C(C(=O)OC)F (Methyl diisopropylphosphonofluoroacetate). RXN SMILES: Br[CH:2]([F:7])[C:3]([O:5][CH3:6])=[O:4].[P:8]([O:17]C(C)C)([O:13][CH:14]([CH3:16])[CH3:15])[O:9][CH:10]([CH3:12])[CH3:11]>>[CH:10]([O:9][P:8]([CH:2]([F:7])[C:3]([O:5][CH3:6])=[O:4])([O:13][CH:14]([CH3:16])[CH3:15])=[O:17])([CH3:12])[CH3:11]. Reported procedure: Methyl bromofluoroacetate (17.1q) was mixed with triisopropyl phosphite (41.6 g) and heated with stirring at 150° C. Samples were withdrawn at intervals and analysed by GLC. After 5.5 hours, all of the initial ester had been consumed. The mixture was cooled to the ambient temperature, and excess triisopropyl phosphite was removed by distillation at reduced pressure (52° C./1.5 mm Hg). The straw-coloured residue (19.7 g was identified as substantially pure methyl diisopropylphosphonofluoroacetate... The reactants are COC(=O)C1CCCN1Cc1cc(Br)cnc1N, CS(C)=O, [H-], [Na+], O. The product is O=C1Nc2ncc(Br)cc2CN2CCCC12. RXN SMILES: [CH3:1][O:2][C:3](=[O:4])[CH:5]1[N:6]([CH2:10][c:11]2[c:12]([NH2:18])[n:13][cH:14][c:15]([Br:17])[cH:16]2)[CH2:7][CH2:8][CH2:9]1.[CH3:21][S:22]([CH3:23])=[O:24].[H-:20].[Na+:19].[OH2:25]>>[O:2]=[C:3]1[CH:5]2[N:6]([CH2:7][CH2:8][CH2:9]2)[CH2:10][c:11]2[c:12]([n:13][cH:14][c:15]([Br:17])[cH:16]2)[NH:18]1. The reactants are O=C1CCC(=O)N1Br, Cc1ccc(C2=NOC(c3cc(Cl)c(Cl)c(Cl)c3)(C(F)(F)F)C2)cc1Cl, ClCCCl, CC(C)(C#N)N=NC(C)(C)C#N. Product: FC(F)(F)C1(c2cc(Cl)c(Cl)c(Cl)c2)CC(c2ccc(CBr)c(Cl)c2)=NO1. As a reaction SMILES: [Br:27][N:28]1[C:29](=[O:30])[CH2:31][CH2:32][C:33]1=[O:34].[Cl:1][c:2]1[cH:3][c:4]([C:9]2=[N:10][O:11][C:12]([C:14]([F:15])([F:16])[F:17])([c:18]3[cH:19][c:20]([Cl:26])[c:21]([Cl:25])[c:22]([Cl:24])[cH:23]3)[CH2:13]2)[cH:5][cH:6][c:7]1[CH3:8].[Cl:47][CH2:48][CH2:49][Cl:50].[N:35]([C:36]([CH3:37])([CH3:38])[C:39]#[N:40])=[N:41][C:42]([CH3:43])([CH3:44])[C:45]#[N:46]>>[Cl:1][c:2]1[cH:3][c:4]([C:9]2=[N:10][O:11][C:12]([C:14]([F:15])([F:16])[F:17])([c:18]3[cH:19][c:20]([Cl:26])[c:21]([Cl:25])[c:22]([Cl:24])[cH:23]3)[CH2:13]2)[cH:5][cH:6][c:7]1[CH2:8][Br:27].